This data is from the Open Reaction Database (ORD), a public repository of structured organic reaction records. The task is: describe an organic reaction: reactants, conditions, products, and yield Reactants: C(C1=CC=CC=C1)(=O)C=1C(=NC2=CC(=C(C=C2C1C1=CC(=C(C=C1)OC)OC)OC)OC)CBr (3-benzoyl-2-bromomethyl-4-(3,4-dimethoxyphenyl)-6,7-dimethoxyquinoline), C(C)NCC (diethylamine). The solvent is ClCCl (dichloromethane). Yields the product C(C1=CC=CC=C1)(=O)C=1C(=NC2=CC(=C(C=C2C1C1=CC(=C(C=C1)OC)OC)OC)OC)CN(CC)CC (3-benzoyl-2-(N,N-diethylaminomethyl)-4-(3,4-dimethoxyphenyl)-6,7-dimethoxyquinoline). Yield: 65.6%. As a reaction SMILES: [C:1]([C:9]1[C:10]([CH2:33]Br)=[N:11][C:12]2[C:17]([C:18]=1[C:19]1[CH:24]=[CH:23][C:22]([O:25][CH3:26])=[C:21]([O:27][CH3:28])[CH:20]=1)=[CH:16][C:15]([O:29][CH3:30])=[C:14]([O:31][CH3:32])[CH:13]=2)(=[O:8])[C:2]1[CH:7]=[CH:6][CH:5]=[CH:4][CH:3]=1.[CH2:35]([NH:37][CH2:38][CH3:39])[CH3:36]>ClCCl>[C:1]([C:9]1[C:10]([CH2:33][N:37]([CH2:38][CH3:39])[CH2:35][CH3:36])=[N:11][C:12]2[C:17]([C:18]=1[C:19]1[CH:24]=[CH:23][C:22]([O:25][CH3:26])=[C:21]([O:27][CH3:28])[CH:20]=1)=[CH:16][C:15]([O:29][CH3:30])=[C:14]([O:31][CH3:32])[CH:13]=2)(=[O:8])[C:2]1[CH:7]=[CH:6][CH:5]=[CH:4][CH:3]=1. Procedure details: A mixture of 3-benzoyl-2-bromomethyl-4-(3,4-dimethoxyphenyl)-6,7-dimethoxyquinoline (1.5 g), diethylamine (1.05 g) and dichloromethane (40 ml) was stirred under reflux for 14 hours. The reaction mixture was washed with water, dried over magnesium sulfate, and the solvent was evaporated. The residue was subjected to column chromatography on silica gel. The fractions eluted with chloroform gave 3-benzoyl-2-(N,N-diethylaminomethyl)-4-(3,4-dimethoxyphenyl)-6,7-dimethoxyquinoline (0.97 g, 66%). This ...